Dataset: the Open Reaction Database (ORD), a public repository of structured organic reaction records. Task: describe an organic reaction: reactants, conditions, products, and yield The reactants are N#Cc1cc(C(F)(F)F)ncc1Br, COc1cc(Cl)c(B(O)O)cc1C(=O)O, CCOC(C)=O, [K+], [K+], [K+], O=C(C=Cc1ccccc1)C=Cc1ccccc1, O=C(C=Cc1ccccc1)C=Cc1ccccc1, O=C(C=Cc1ccccc1)C=Cc1ccccc1, O=P([O-])([O-])[O-], [Pd], [Pd]. As a reaction SMILES: [Br:16][c:17]1[cH:18][n:19][c:20]([C:25]([F:26])([F:27])[F:28])[cH:21][c:22]1[C:23]#[N:24].[C:1](=[O:2])([OH:3])[c:4]1[c:5]([O:14][CH3:15])[cH:6][c:7]([Cl:13])[c:8]([B:10]([OH:11])[OH:12])[cH:9]1.[CH3:37][CH2:38][O:39][C:40](=[O:41])[CH3:42].[K+:34].[K+:35].[K+:36].[O:45]=[C:46]([CH:47]=[CH:48][c:49]1[cH:50][cH:51][cH:52][cH:53][cH:54]1)[CH:55]=[CH:56][c:57]1[cH:58][cH:59][cH:60][cH:61][cH:62]1.[O:63]=[C:64]([CH:65]=[CH:66][c:67]1[cH:68][cH:69][cH:70][cH:71][cH:72]1)[CH:73]=[CH:74][c:75]1[cH:76][cH:77][cH:78][cH:79][cH:80]1.[O:81]=[C:82]([CH:83]=[CH:84][c:85]1[cH:86][cH:87][cH:88][cH:89][cH:90]1)[CH:91]=[CH:92][c:93]1[cH:94][cH:95][cH:96][cH:97][cH:98]1.[P:29]([O-:30])([O-:31])([O-:32])=[O:33].[Pd:43].[Pd:44]>>[C:1](=[O:2])([OH:3])[c:4]1[c:5]([O:14][CH3:15])[cH:6][c:7]([Cl:13])[c:8](-[c:17]2[cH:18][n:19][c:20]([C:25]([F:26])([F:27])[F:28])[cH:21][c:22]2[C:23]#[N:24])[cH:9]1. The product is COc1cc(Cl)c(-c2cnc(C(F)(F)F)cc2C#N)cc1C(=O)O. The reactants are OCc1cc(F)cc(Br)c1, Br, CCO, BrP(Br)Br. Product: Fc1cc(Br)cc(CBr)c1. Reaction SMILES: [Br:6][c:7]1[cH:8][c:9]([CH2:10][OH:11])[cH:12][c:13]([F:15])[cH:14]1.[BrH:5].[CH3:16][CH2:17][OH:18].[P:1]([Br:2])([Br:3])[Br:4]>>[Br:5][CH2:10][c:9]1[cH:8][c:7]([Br:6])[cH:14][c:13]([F:15])[cH:12]1. Starting materials: ClC1=C(C=C(C(=O)Cl)C=C1)[N+](=O)[O-] (4-chloro-3-nitrobenzoyl chloride), BrC=1C=C(C=CC1)N (3-Bromo-phenylamine). Yields the product BrC=1C=C(C=CC1)NC(C1=CC(=C(C=C1)Cl)[N+](=O)[O-])=O (N-(3-Bromo-phenyl)-4-chloro-3-nitro-benzamide). As a reaction SMILES: [Cl:1][C:2]1[CH:10]=[CH:9][C:5]([C:6](Cl)=[O:7])=[CH:4][C:3]=1[N+:11]([O-:13])=[O:12].[Br:14][C:15]1[CH:16]=[C:17]([NH2:21])[CH:18]=[CH:19][CH:20]=1>>[Br:14][C:15]1[CH:16]=[C:17]([NH:21][C:6](=[O:7])[C:5]2[CH:9]=[CH:10][C:2]([Cl:1])=[C:3]([N+:11]([O-:13])=[O:12])[CH:4]=2)[CH:18]=[CH:19][CH:20]=1. Procedure: A mixture of 4-chloro-3-nitrobenzoyl chloride was reacted with 3-Bromo-phenylamine to produce N-(3-Bromo-phenyl)-4-chloro-3-nitro-benzamide according to the procedure of Example 10A, which was treated sequentially using the procedures from Examples 22A and 22B to provide the title product.